This data is from the Open Reaction Database (ORD), a public repository of structured organic reaction records. The task is: describe an organic reaction: reactants, conditions, products, and yield Starting materials: CO, [Na+], [OH-], O=CN1CCN(c2ccccc2-n2cccc2)CC1. Yields the product c1ccc(-n2cccc2)c(N2CCNCC2)c1. RXN SMILES: [CH3:22][OH:23].[Na+:21].[OH-:20].[n:1]1(-[c:6]2[c:7]([N:12]3[CH2:13][CH2:14][N:15]([CH:18]=[O:19])[CH2:16][CH2:17]3)[cH:8][cH:9][cH:10][cH:11]2)[cH:2][cH:3][cH:4][cH:5]1>>[n:1]1(-[c:6]2[c:7]([N:12]3[CH2:13][CH2:14][NH:15][CH2:16][CH2:17]3)[cH:8][cH:9][cH:10][cH:11]2)[cH:2][cH:3][cH:4][cH:5]1. The reactants are N[C@@H]1[C@@H](CN(CC1)C(=O)OC(C)(C)C)OC (tert-butyl cis(±)-4-amino-3-methoxypiperidine-1-carboxylate), CCN=C=NCCCN(C)C.Cl (WSC hydrochloride), C=1C=CC2=C(C1)N=NN2O (HOBT), N[C@@H]1[C@@H](CN(CC1)C(=O)OC(C)(C)C)OC (tert-Butyl cis(±)-4-amino-3-methoxypiperidine-1-carboxylate), BrC=1N=C(NC1CC)C(=O)O (4-bromo-5-ethyl-1H-imidazole-2-carboxylic acid). The product is BrC=1N=C(NC1CC)C(=O)N[C@@H]1[C@@H](CN(CC1)C(=O)OC(C)(C)C)OC (tert-Butyl cis(±)-4-{[(4-bromo-5-ethyl-1H-imidazol-2-yl)carbonyl]amino}-3-methoxypiperidine-1-carboxylate). Isolated yield 92.0%. As a reaction SMILES: [NH2:1][C@H:2]1[CH2:7][CH2:6][N:5]([C:8]([O:10][C:11]([CH3:14])([CH3:13])[CH3:12])=[O:9])[CH2:4][C@H:3]1[O:15][CH3:16].[Br:17][C:18]1[N:19]=[C:20]([C:25](O)=[O:26])[NH:21][C:22]=1[CH2:23][CH3:24].CCN=C=NCCCN(C)C.Cl.C1C=CC2N(O)N=NC=2C=1>>[Br:17][C:18]1[N:19]=[C:20]([C:25]([NH:1][C@H:2]2[CH2:7][CH2:6][N:5]([C:8]([O:10][C:11]([CH3:12])([CH3:13])[CH3:14])=[O:9])[CH2:4][C@H:3]2[O:15][CH3:16])=[O:26])[NH:21][C:22]=1[CH2:23][CH3:24] |f:2.3|. Procedure details: The same operation as in Example (1g) was performed using tert-butyl cis(±)-4-amino-3-methoxypiperidine-1-carboxylate obtained by the method described in Example (1e) (0.39 g, 1.67 mmol), 4-bromo-5-ethyl-1H-imidazole-2-carboxylic acid obtained in Example (25b) (0.18 g, 0.82 mmol), WSC hydrochloride (0.49 g, 2.53 mmol) and HOBT (0.11 g, 0.84 mmol), to obtain 0.33 g of the title compound as a white solid (92%). Starting materials: Cl.CC1(C(N(C2=NC=CN=C21)C2CCNCC2)=O)C (7,7-dimethyl-5-(piperidin-4-yl)-5H-pyrrolo[2,3-b]pyrazin-6(7H)-one hydrochloride), Cl.CC1(C(N(C2=NC=CN=C21)C2CCNCC2)=O)C (7,7-dimethyl-5-(piperidin-4-yl)-5H-pyrrolo[2,3-b]pyrazin-6(7H)-one hydrochloride), Cl.Cl.CC1(C(N(C2=NC=CC=C21)C2CCNCC2)=O)C (3,3-dimethyl-1-(piperidin-4-yl)-1H-pyrrolo[2,3-b]pyridin-2(3H)-one dihydrochloride), ClC1=NC2=CC(=CC=C2C=N1)Cl (2,7-dichloroquinazoline), C([O-])([O-])=O.[K+].[K+] (potassium carbonate). Run in CS(=O)C (DMSO), O (H2O). Run at temperature 110 celsius. The product is ClC1=CC=C2C=NC(=NC2=C1)N1CCC(CC1)N1C(C(C=2C1=NC=CN2)(C)C)=O (5-(1-(7-chloroquinazolin-2-yl)piperidin-4-yl)-7,7-dimethyl-5H-pyrrolo[2,3-b]pyrazin-6(7H)-one). Isolated yield 76.1%. Reaction SMILES: Cl.[CH3:2][C:3]1([CH3:19])[C:11]2[C:6](=[N:7][CH:8]=[CH:9][N:10]=2)[N:5]([CH:12]2[CH2:17][CH2:16][NH:15][CH2:14][CH2:13]2)[C:4]1=[O:18].Cl.Cl.CC1(C)C2C(=NC=CC=2)N(C2CCNCC2)C1=O.Cl[C:41]1[N:50]=[CH:49][C:48]2[C:43](=[CH:44][C:45]([Cl:51])=[CH:46][CH:47]=2)[N:42]=1.C(=O)([O-])[O-].[K+].[K+]>CS(C)=O.O>[Cl:51][C:45]1[CH:44]=[C:43]2[C:48]([CH:49]=[N:50][C:41]([N:15]3[CH2:16][CH2:17][CH:12]([N:5]4[C:6]5=[N:7][CH:8]=[CH:9][N:10]=[C:11]5[C:3]([CH3:19])([CH3:2])[C:4]4=[O:18])[CH2:13][CH2:14]3)=[N:42]2)=[CH:47][CH:46]=1 |f:0.1,2.3.4,6.7.8|. Reported procedure: A mixture of 7,7-dimethyl-5-(piperidin-4-yl)-5H-pyrrolo[2,3-b]pyrazin-6(7H)-one hydrochloride (Intermediate 78) (0.150 g, 0.530 mmol, Intermediate 57), 2,7-dichloroquinazoline (0.127 g, 0.637 mmol), and potassium carbonate (0.257 g, 1.857 mmol) in DMSO (3 mL) was heated at 110° C. in 2 h. The reaction mixture was cooled, H2O was added, and the solid was collected, purified by ISCO (30% EtOAc/Hexanes) to give the title compound (165 mg, 76%). MS (M+1): 409. 1H NMR (400 MHz, DMSO-d6) δ ppm 9.25 (1...